The task is: describe an organic reaction: reactants, conditions, products, and yield. This data is from the Open Reaction Database (ORD), a public repository of structured organic reaction records. Reactants: NC=1SC=C(N1)CC(=O)OCC (ethyl 2-amino-4-thiazolylacetate), ClC1=C(C=CC=C1)S(=O)(=O)Cl (2-chlorobenzenesulfonyl chloride). Product: ClC1=C(C=CC=C1)S(=O)(=O)NC=1SC=C(N1)CC(=O)OCC (Ethyl (2-{[(2-chlorophenyl)sulfonyl]amino}-1,3-thiazol-4-yl)acetate). The yield is 22.0%. RXN SMILES: [NH2:1][C:2]1[S:3][CH:4]=[C:5]([CH2:7][C:8]([O:10][CH2:11][CH3:12])=[O:9])[N:6]=1.[Cl:13][C:14]1[CH:19]=[CH:18][CH:17]=[CH:16][C:15]=1[S:20](Cl)(=[O:22])=[O:21]>>[Cl:13][C:14]1[CH:19]=[CH:18][CH:17]=[CH:16][C:15]=1[S:20]([NH:1][C:2]1[S:3][CH:4]=[C:5]([CH2:7][C:8]([O:10][CH2:11][CH3:12])=[O:9])[N:6]=1)(=[O:22])=[O:21]. Reported procedure: The tide compound was prepared from ethyl 2-amino-4-thiazolylacetate and 2-chlorobenzenesulfonyl chloride according to METHOD A, giving 0.65 g (22%) of a pink solid after recrystallization from methanol: MS (Ionspray, [M+H]+) m/z 361; Anal. Calcd (found) for C13H13ClN2O4S2: C, 43.3 (43.2)%, H, 3.6 (3.5)%, N, 7.8 (7.6)%. Starting materials: [BH4-], CCCC=O, [Mg+2], Cc1cc(C)cc(-c2[nH]c3ccc(C(C)(C)C(=O)N4C5CCC4CC5)cc3c2C(C)CN)c1, [Na+], O=S(=O)([O-])[O-]. Yields the product CCCCNCC(C)c1c(-c2cc(C)cc(C)c2)[nH]c2ccc(C(C)(C)C(=O)N3C4CCC3CC4)cc12. Reaction SMILES: [BH4-:45].[CH:40]([CH2:41][CH2:42][CH3:43])=[O:44].[Mg+2:34].[NH2:1][CH2:2][CH:3]([CH3:4])[c:5]1[c:6](-[c:26]2[cH:27][c:28]([CH3:33])[cH:29][c:30]([CH3:32])[cH:31]2)[nH:7][c:8]2[cH:9][cH:10][c:11]([C:14]([C:15](=[O:16])[N:17]3[CH:18]4[CH2:19][CH2:20][CH:21]3[CH2:22][CH2:23]4)([CH3:24])[CH3:25])[cH:12][c:13]12.[Na+:46].[O-:35][S:36](=[O:37])(=[O:38])[O-:39]>>[NH:1]([CH2:2][CH:3]([CH3:4])[c:5]1[c:6](-[c:26]2[cH:27][c:28]([CH3:33])[cH:29][c:30]([CH3:32])[cH:31]2)[nH:7][c:8]2[cH:9][cH:10][c:11]([C:14]([C:15](=[O:16])[N:17]3[CH:18]4[CH2:19][CH2:20][CH:21]3[CH2:22][CH2:23]4)([CH3:24])[CH3:25])[cH:12][c:13]12)[CH2:40][CH2:41][CH2:42][CH3:43]. Starting materials: ClC1=C(C(=O)O)C=C(C=C1)[N+](=O)[O-] (2-chloro-5-nitrobenzoic acid), S(=O)(Cl)Cl (thionyl chloride). Yields the product ClC1=C(C(=O)Cl)C=C(C=C1)[N+](=O)[O-] (2-Chloro-5-nitrobenzoyl chloride). RXN SMILES: [Cl:1][C:2]1[CH:10]=[CH:9][C:8]([N+:11]([O-:13])=[O:12])=[CH:7][C:3]=1[C:4](O)=[O:5].S(Cl)([Cl:16])=O>>[Cl:1][C:2]1[CH:10]=[CH:9][C:8]([N+:11]([O-:13])=[O:12])=[CH:7][C:3]=1[C:4]([Cl:16])=[O:5]. Procedure details: As described for Reference Example 21, 5.0 g of 2-chloro-5-nitrobenzoic acid is reacted with 50 ml of thionyl chloride to give 5.6 g of the product as an off-white solid. Reported procedure: The captioned compound was synthesized from ethyl 4-methoxy-3-[(E)-2-(4-trifluoromethylphenyl)vinyl]-benzoate, which had been synthesized from diethyl (4-trifluoromethylbenzyl)phosphonate and ethyl 3-formyl-4-methoxybenzoate obtained in step C of Example 1-2-1, in accordance with the same procedure as in the methods described in step B of Example 2-2-1. RXN SMILES: [CH3:1][O:2][C:3]1[CH:13]=[CH:12][C:6]([C:7]([O:9]CC)=[O:8])=[CH:5][C:4]=1/[CH:14]=[CH:15]/[C:16]1[CH:21]=[CH:20][C:19]([C:22]([F:25])([F:24])[F:23])=[CH:18][CH:17]=1.FC(F)(F)C1C=CC(CP(=O)(OCC)OCC)=CC=1.C(C1C=C(C=CC=1OC)C(OCC)=O)=O>>[CH3:1][O:2][C:3]1[CH:13]=[CH:12][C:6]([C:7]([OH:9])=[O:8])=[CH:5][C:4]=1/[CH:14]=[CH:15]/[C:16]1[CH:21]=[CH:20][C:19]([C:22]([F:23])([F:25])[F:24])=[CH:18][CH:17]=1. Starting materials: COC1=C(C=C(C(=O)OCC)C=C1)\C=C\C1=CC=C(C=C1)C(F)(F)F (ethyl 4-methoxy-3-[(E)-2-(4-trifluoromethylphenyl)vinyl]-benzoate), FC(C1=CC=C(CP(OCC)(OCC)=O)C=C1)(F)F (diethyl (4-trifluoromethylbenzyl)phosphonate), C(=O)C=1C=C(C(=O)OCC)C=CC1OC (ethyl 3-formyl-4-methoxybenzoate). Product: COC1=C(C=C(C(=O)O)C=C1)\C=C\C1=CC=C(C=C1)C(F)(F)F (4-methoxy-3-[(E)-2-(4-trifluoromethylphenyl)vinyl]benzoic acid). The reactants are [BH4-].[Na+] (NaBH4), C1=CC=CC=2SC3=CC=CC=C3C(C12)=O (thioxanthen-9-one), Ice water. Solvent: CO (CH3OH). Yields the product C1=CC=CC=2SC3=CC=CC=C3C(C12)O (9H-Thioxanthen-9-ol). Yield: 92.6%. Reaction SMILES: [CH:1]1[C:14]2[C:13](=[O:15])[C:12]3[C:7](=[CH:8][CH:9]=[CH:10][CH:11]=3)[S:6][C:5]=2[CH:4]=[CH:3][CH:2]=1.[BH4-].[Na+]>CO>[CH:11]1[C:12]2[CH:13]([OH:15])[C:14]3[C:5](=[CH:4][CH:3]=[CH:2][CH:1]=3)[S:6][C:7]=2[CH:8]=[CH:9][CH:10]=1 |f:1.2|. Procedure details: A suspension of thioxanthen-9-one [31] (2 g, 9.42 mmol) in anhydrous CH3OH (30 mL) was stirred under N2 and NaBH4 (1.42 g, 37.68 mmol) was added slowly in portions over 15 min. After complete addition the reaction mixture was heated at reflux (3 hr.) and cooled to room temperature. Ice-water was added and the reaction mixture was extracted with CH2Cl2 (3×50 mL). The combined CH2Cl2 extracts were washed with water, brine, dried (MgSO4). The solvent was removed under reduced pressure to give a yel... The product is CN(C)c1ccccc1C(=O)O, [Cl-]. Reaction SMILES: [CH2:19]([Cl:20])[Cl:21].[CH3:7][N:8]([CH3:9])[c:10]1[c:11]([C:12](=[O:13])[OH:14])[cH:15][cH:16][cH:17][cH:18]1.[Cl:1][C:2]([C:3]([Cl:4])=[O:5])=[O:6]>>[CH3:7][N:8]([CH3:9])[c:10]1[c:11]([C:12](=[O:13])[OH:14])[cH:15][cH:16][cH:17][cH:18]1.[Cl-:1]. Reactants: ClCCl, CN(C)c1ccccc1C(=O)O, O=C(Cl)C(=O)Cl.